This data is from the Open Reaction Database (ORD), a public repository of structured organic reaction records. The task is: describe an organic reaction: reactants, conditions, products, and yield Starting materials: CC1=C(N)C(=CC=C1)C (2,6-dimethylaniline), COC1OC(CC1)OC (2,5-dimethoxytetrahydrofuran). Run in C(C)(=O)O (acetic acid). Yields the product CC1=C(C(=CC=C1)C)N1C=CC=C1 (1-(2,6-dimethylphenyl)-1H-pyrrole). RXN SMILES: [CH3:1][C:2]1[CH:8]=[CH:7][CH:6]=[C:5]([CH3:9])[C:3]=1[NH2:4].CO[CH:12]1[CH2:16][CH2:15][CH:14](OC)O1>C(O)(=O)C>[CH3:1][C:2]1[CH:8]=[CH:7][CH:6]=[C:5]([CH3:9])[C:3]=1[N:4]1[CH:12]=[CH:16][CH:15]=[CH:14]1. Procedure details: A solution of 2,6-dimethylaniline (60.5 g), glacial acetic acid (600 ml) and 2,5-dimethoxytetrahydrofuran (572 g) is refluxed for 5 hours. The solvent is evaporated at 60° and reduced pressure to give 1-(2,6-dimethylphenyl)-1H-pyrrole as an oil. The product is [Cl-], CC(COC(=O)n1cc[n+](C)c1)c1ccccc1[N+](=O)[O-]. As a reaction SMILES: [CH3:17][n:18]1[cH:19][n:20][cH:21][cH:22]1.[Cl:23][CH2:24][Cl:25].[N+:1](=[O:2])([O-:3])[c:4]1[c:5]([CH:10]([CH2:11][O:12][C:13](=[O:14])[Cl:15])[CH3:16])[cH:6][cH:7][cH:8][cH:9]1>>[Cl-:15].[N+:1](=[O:2])([O-:3])[c:4]1[c:5]([CH:10]([CH2:11][O:12][C:13](=[O:14])[n:20]2[cH:19][n+:18]([CH3:17])[cH:22][cH:21]2)[CH3:16])[cH:6][cH:7][cH:8][cH:9]1. Starting materials: Cn1ccnc1, ClCCl, CC(COC(=O)Cl)c1ccccc1[N+](=O)[O-]. Starting materials: OCCOCC#C (3-(2-hydroxyethoxy)-1-propyne), IC1=C2/C(/C(NC2=CC=C1)=O)=C/C=1NC=CC1OC ((Z)-1,3-dihydro-4-iodo-3-[(3-methoxy-1H-pyrrol-2-yl)methylene]-2H-indol-2-one), IC1=C2/C(/C(NC2=CC=C1)=O)=C/C=1NC=CC1OC ((Z)-1,3-dihydro-4-iodo-3-[(3-methoxy-1H-pyrrol-2-yl)methylene]-2H-indol-2-one). The reagents and catalysts are Cl[Pd]([P](C1=CC=CC=C1)(C2=CC=CC=C2)C3=CC=CC=C3)([P](C4=CC=CC=C4)(C5=CC=CC=C5)C6=CC=CC=C6)Cl ((Ph3P)2PdCl2). Run in CCN(CC)CC (Et3N), CN(C)C=O (DMF). Product: OCCOCC#CC1=C2/C(/C(NC2=CC=C1)=O)=C/C=1NC=CC1OC ((Z)-1,3-dihydro-4-[3-(2-hydroxyethoxy)-1-propynyl]-3-[(3-methoxy-1H-pyrrol-2-yl)methylene]-2H-indol-2-one). As a reaction SMILES: [OH:1][CH2:2][CH2:3][O:4][CH2:5][C:6]#[CH:7].I[C:9]1[CH:17]=[CH:16][CH:15]=[C:14]2[C:10]=1/[C:11](=[CH:19]/[C:20]1[NH:21][CH:22]=[CH:23][C:24]=1[O:25][CH3:26])/[C:12](=[O:18])[NH:13]2>Cl[Pd](Cl)([P](C1C=CC=CC=1)(C1C=CC=CC=1)C1C=CC=CC=1)[P](C1C=CC=CC=1)(C1C=CC=CC=1)C1C=CC=CC=1.CN(C=O)C.CCN(CC)CC>[OH:1][CH2:2][CH2:3][O:4][CH2:5][C:6]#[C:7][C:9]1[CH:17]=[CH:16][CH:15]=[C:14]2[C:10]=1/[C:11](=[CH:19]/[C:20]1[NH:21][CH:22]=[CH:23][C:24]=1[O:25][CH3:26])/[C:12](=[O:18])[NH:13]2 |^1:29,48|. Reported procedure: Using Method C above, 3-(2-hydroxyethoxy)-1-propyne (53 mg, 0.53 mmol) (from Example 21 above) was coupled with (Z)-1,3-dihydro-4-iodo-3-[(3-methoxy-1H-pyrrol-2-yl)methylene]-2H-indol-2-one (150 mg, 0.41 mmol) (Starting Material 2 supra) using (Ph3P)2PdCl2 (20 mg) and Cul (10 mg) as catalyst in DMF (2 mL) and Et3N (2 mL) as solvent at 70° C. for 18 h to yield (Z)-1,3-dihydro-4-[3-(2-hydroxyethoxy)-1-propynyl]-3-[(3-methoxy-1H-pyrrol-2-yl)methylene]-2H-indol-2-one. (Yield 68 mg, 49%).